From a dataset of the Open Reaction Database (ORD), a public repository of structured organic reaction records. describe an organic reaction: reactants, conditions, products, and yield Reactants: CCC(Oc1ccc(SCc2coc(-c3ccc(C(F)(F)F)cc3)c2)cc1C)C(=O)[O-], CCOC(=O)C(C)(C)Oc1ccc(O)cc1C, OC(c1ccccc1)c1csc(-c2ccc(C(F)(F)F)cc2)c1. Product: CCOC(=O)C(C)(C)Oc1ccc(OC(c2ccccc2)c2csc(-c3ccc(C(F)(F)F)cc3)c2)cc1C. RXN SMILES: [CH2:1]([CH:2]([O:3][c:4]1[cH:5][cH:6][c:7]([S:8][CH2:9][c:10]2[cH:11][c:12](-[c:13]3[cH:14][cH:15][c:16]([C:17]([F:18])([F:19])[F:20])[cH:21][cH:22]3)[o:23][cH:24]2)[cH:25][c:26]1[CH3:27])[C:28]([O-:29])=[O:30])[CH3:31].[OH:32][c:33]1[cH:34][c:35]([CH3:48])[c:36]([O:37][C:38]([C:39](=[O:40])[O:41][CH2:42][CH3:43])([CH3:44])[CH3:45])[cH:46][cH:47]1.[c:49]1([CH:55]([OH:56])[c:57]2[cH:58][s:59][c:60](-[c:62]3[cH:63][cH:64][c:65]([C:68]([F:69])([F:70])[F:71])[cH:66][cH:67]3)[cH:61]2)[cH:50][cH:51][cH:52][cH:53][cH:54]1>>[O:32]([c:33]1[cH:34][c:35]([CH3:48])[c:36]([O:37][C:38]([C:39](=[O:40])[O:41][CH2:42][CH3:43])([CH3:44])[CH3:45])[cH:46][cH:47]1)[CH:55]([c:49]1[cH:50][cH:51][cH:52][cH:53][cH:54]1)[c:57]1[cH:58][s:59][c:60](-[c:62]2[cH:63][cH:64][c:65]([C:68]([F:69])([F:70])[F:71])[cH:66][cH:67]2)[cH:61]1.